This data is from the Open Reaction Database (ORD), a public repository of structured organic reaction records. The task is: describe an organic reaction: reactants, conditions, products, and yield Starting materials: BrC=1C=C(C=NC1)OC[C@H]1N(CCC1)C (5-bromo-3-((1-methyl-2-(S)-pyrrolidinyl)methoxy)pyridine), C(CC)[Mg]Cl (n-propylmagnesium chloride), Ni(dppp)Cl. The solvent is C1CCOC1 (THF). Conditions: temperature 0 celsius, time 5 hour. Product: Cl.Cl.C(CC)C=1C=C(C=NC1)OC[C@H]1N(CCC1)C (5-n-propyl-3-((1-methyl-2-(S)-pyrrolidinyl)methoxy)pyridine dihydrochloride). As a reaction SMILES: Br[C:2]1[CH:3]=[C:4]([O:8][CH2:9][C@@H:10]2[CH2:14][CH2:13][CH2:12][N:11]2[CH3:15])[CH:5]=[N:6][CH:7]=1.[CH2:16]([Mg][Cl:20])[CH2:17][CH3:18]>C1COCC1>[ClH:20].[ClH:20].[CH2:16]([C:2]1[CH:3]=[C:4]([O:8][CH2:9][C@@H:10]2[CH2:14][CH2:13][CH2:12][N:11]2[CH3:15])[CH:5]=[N:6][CH:7]=1)[CH2:17][CH3:18] |f:3.4.5|. Procedure: To a 1.08 g (4 mmol) sample of 5-bromo-3-((1-methyl-2-(S)-pyrrolidinyl)methoxy)pyridine, prepared as in Example 56a above, dissolved in 30 mL of dry THF and cooled to 0° C. was added 6.0 mL of n-propylmagnesium chloride and 13.0 mg of Ni(dppp)Cl, and the reaction mixture was stirred for 5 hours at room temperature. The reaction was quenched by addition of satd NH4Cl, and the mixture was extracted with chloroform. The solvent was dried over MgSO4 and removed under vacuum, and the residue was puri... Starting materials: BrC=1C(=NC2=CC=C(C=C2N1)C(=O)OC)C1=CC=CC=C1 (Methyl 3-bromo-2-phenylquinoxaline-6-carboxylate), CN1CCNCC1 (1-methylpiperazine). Run in C(Cl)Cl.O (DCM H2O), CS(=O)C (DMSO). The product is CN1CCN(CC1)C=1C(=NC2=CC=C(C=C2N1)C(=O)OC)C1=CC=CC=C1 (Methyl 3-(4-methylpiperazin-1-yl)-2-phenylquinoxaline-6-carboxylate). As a reaction SMILES: Br[C:2]1[C:3]([C:16]2[CH:21]=[CH:20][CH:19]=[CH:18][CH:17]=2)=[N:4][C:5]2[C:10]([N:11]=1)=[CH:9][C:8]([C:12]([O:14][CH3:15])=[O:13])=[CH:7][CH:6]=2.[CH3:22][N:23]1[CH2:28][CH2:27][NH:26][CH2:25][CH2:24]1>CS(C)=O.C(Cl)Cl.O>[CH3:22][N:23]1[CH2:28][CH2:27][N:26]([C:2]2[C:3]([C:16]3[CH:21]=[CH:20][CH:19]=[CH:18][CH:17]=3)=[N:4][C:5]3[C:10]([N:11]=2)=[CH:9][C:8]([C:12]([O:14][CH3:15])=[O:13])=[CH:7][CH:6]=3)[CH2:25][CH2:24]1 |f:3.4|. Procedure: Methyl 3-bromo-2-phenylquinoxaline-6-carboxylate (150 mg, 0.44 mmol, 1.00 equiv) in DMSO (8 mL) and 1-methylpiperazine (90 mg, 0.90 mmol, 2.00 equiv) were stirred for 2 hours at 125° C. in an oil bath in a 20-mL sealed tube. The resulting solution was diluted with 20 ml of DCM/H2O (1:1), extracted with 4×40 mL of DCM, and the organic layers combined. The mixture was dried over Na2SO4, filtered to remove solids, and then concentrated under vacuum, resulting in 200 mg (crude) of methyl 3-(4-methyl... Product: Cl.Cl.C(C)(C)(C)C1=NN(C(=C1)NC(=O)NC1=C(C=C(OC2=CC(=NC=C2)C(=O)NC)C=C1)F)C1=CC(=CC=C1)CO (4-{4-[({3-tert-Butyl-1-[3-(hydroxymethyl)phenyl]-1H-pyrazol-5-yl}carbamoyl)-amino]-3-fluorophenoxy}-N-methylpyridine-2-carboxamide, dihydrochloride salt), salt. Reported procedure: To a solution of (4-{4-[({3-tert-butyl-1-[3-(hydroxymethyl)phenyl]-1H-pyrazol-5-yl}carbamoyl)amino]-3-fluorophenoxy}-N-methylpyridine-2-carboxamide, 220 mg, 0.41 mmol) in 1,4-dioxane (10 mL) was dropwise added hydrochloric acid (30 mg, 0.82 mmol). The precipitate that formed was filtered and washed with dioxane, followed by hexanes. The solid was then recrystallized from dioxane/methanol to give the desired product salt as a white powder (240 mg, 95%). MS m/z 533.3 (M+H)+; calcd. mass 532. Reten... The solvent is O1CCOCC1 (1,4-dioxane). The reactants are C(C)(C)(C)C1=NN(C(=C1)NC(=O)NC1=C(C=C(OC2=CC(=NC=C2)C(=O)NC)C=C1)F)C1=CC(=CC=C1)CO (4-{4-[({3-tert-butyl-1-[3-(hydroxymethyl)phenyl]-1H-pyrazol-5-yl}carbamoyl)amino]-3-fluorophenoxy}-N-methylpyridine-2-carboxamide), Cl (hydrochloric acid). As a reaction SMILES: [C:1]([C:5]1[CH:9]=[C:8]([NH:10][C:11]([NH:13][C:14]2[CH:30]=[CH:29][C:17]([O:18][C:19]3[CH:24]=[CH:23][N:22]=[C:21]([C:25]([NH:27][CH3:28])=[O:26])[CH:20]=3)=[CH:16][C:15]=2[F:31])=[O:12])[N:7]([C:32]2[CH:37]=[CH:36][CH:35]=[C:34]([CH2:38][OH:39])[CH:33]=2)[N:6]=1)([CH3:4])([CH3:3])[CH3:2].[ClH:40]>O1CCOCC1>[ClH:40].[ClH:40].[C:1]([C:5]1[CH:9]=[C:8]([NH:10][C:11]([NH:13][C:14]2[CH:30]=[CH:29][C:17]([O:18][C:19]3[CH:24]=[CH:23][N:22]=[C:21]([C:25]([NH:27][CH3:28])=[O:26])[CH:20]=3)=[CH:16][C:15]=2[F:31])=[O:12])[N:7]([C:32]2[CH:37]=[CH:36][CH:35]=[C:34]([CH2:38][OH:39])[CH:33]=2)[N:6]=1)([CH3:4])([CH3:2])[CH3:3] |f:3.4.5|. The yield is 95.0%. Starting materials: CC(C(=O)OC)(C(=O)OC)C(CC1=C(C=CC=C1)[N+](=O)[O-])C1=CC=C(C=C1)OC (α-methyl-[2-(2-nitrophenyl)-1-(4-methoxyphenyl)ethyl]propanedioic acid, dimethyl ester), crude product. The reagents and catalysts are [Pd] (palladium on charcoal). The solvent is C(C)(=O)OCC (ethyl acetate), FC(C(=O)O)(F)F (trifluoroacetic acid). The product is CC(C(=O)OC)(C(=O)OC)C(CC1=C(C=CC=C1)N)C1=CC=C(C=C1)OC (α-Methyl-[2-(2-aminophenyl)-1-(4-methoxyphenyl)ethyl]propanedioic acid, dimethyl ester). Isolated yield 95.8%. Reaction SMILES: [CH3:1][C:2]([CH:11]([C:22]1[CH:27]=[CH:26][C:25]([O:28][CH3:29])=[CH:24][CH:23]=1)[CH2:12][C:13]1[CH:18]=[CH:17][CH:16]=[CH:15][C:14]=1[N+:19]([O-])=O)([C:7]([O:9][CH3:10])=[O:8])[C:3]([O:5][CH3:6])=[O:4]>FC(F)(F)C(O)=O.[Pd].C(OCC)(=O)C>[CH3:1][C:2]([CH:11]([C:22]1[CH:27]=[CH:26][C:25]([O:28][CH3:29])=[CH:24][CH:23]=1)[CH2:12][C:13]1[CH:18]=[CH:17][CH:16]=[CH:15][C:14]=1[NH2:19])([C:7]([O:9][CH3:10])=[O:8])[C:3]([O:5][CH3:6])=[O:4]. Procedure details: A solution of α-methyl-[2-(2-nitrophenyl)-1-(4-methoxyphenyl)ethyl]propanedioic acid, dimethyl ester (2.47 g, 6.38 mmol) in 24 ml of trifluoroacetic acid was catalytically hydrogenated (42 psi, 0.25 g of 10% palladium on charcoal) for 11/2 hours. The reaction suspension was filtered through a pad of Celite and concentrated in vacuo to yield a viscous brown oil. The crude product was dissolved in ethyl acetate and washed several times with saturated aqueous potassium carbonate solution. Evaporati... Reactants: liquid, C(CCCCCCC\C=C/CCCCCCCC)(=O)O (oleic acid), C(C=C)(=O)N (acrylamide), C(C=C)(=O)O (acrylic acid), CCCCCCCC/C=C\CCCCCCCC(=O)OCC([C@@H]1[C@@H]([C@H](CO1)O)O)O (sorbitan monooleate), glass, hydrocarbon, pentasodium, C(CN(CC(=O)O)CC(=O)O)N(CCN(CC(=O)O)CC(=O)O)CC(=O)O (diethylenetriaminepentaacetic acid), polyethylene glycol ether, secondary alcohol, CCCCC(CC)CCC(CC(C)C)OS(=O)(=O)[O-].[Na+] (Tergitol), aqueous solution, [OH-].[Na+] (NaOH). The solvent is O (water), O (water), O (water), O (water). The product is C(C=C)(=O)N.C(C=C)(=O)O (acrylamide acrylic acid). As a reaction SMILES: [C:1]([NH2:5])(=[O:4])[CH:2]=[CH2:3].[C:6]([OH:10])(=[O:9])[CH:7]=[CH2:8].[OH-].[Na+].C(N(CC(O)=O)CCN(CC(O)=O)CC(O)=O)CN(CC(O)=O)CC(O)=O.CCCCC(CCC(OS([O-])(=O)=O)CC(C)C)CC.[Na+].C(O)(=O)CCCCCCC/C=C\CCCCCCCC.CCCCCCCC/C=C\CCCCCCCC(OCC(O)[C@H]1OC[C@H](O)[C@H]1O)=O>O>[C:1]([NH2:5])(=[O:4])[CH:2]=[CH2:3].[C:6]([OH:10])(=[O:9])[CH:7]=[CH2:8] |f:2.3,5.6,10.11|. Procedure: A water-in-oil emulsion of an acrylamide/acrylic acid copolymer is prepared by dissolving 125 g of acrylamide and 54 g of acrylic acid in 100 g of water. The pH of the resulting aqueous solution is adjusted to 6.5 by the addition of a 50 percent aqueous solution of NaOH. To this solution is added 0.04 g of the pentasodium salt of diethylenetriaminepentaacetic acid and 2 g of a polyethylene glycol ether of a secondary alcohol sold by Union Carbide under the trade name Tergitol 15-S-9. The total w... Reactants: CC#N, CS(C)=O, O=C1Nc2ccc(Cl)nc2C1C(=O)c1cccs1. Product: NC(=O)N1C(=O)C(C(=O)c2cccs2)c2nc(Cl)ccc21. RXN SMILES: [CH3:19][C:20]#[N:21].[CH3:22][S:23](=[O:24])[CH3:25].[Cl:1][c:2]1[n:3][c:4]2[c:8]([cH:9][cH:10]1)[NH:7][C:6](=[O:11])[CH:5]2[C:12]([c:13]1[cH:14][cH:15][cH:16][s:17]1)=[O:18]>>[Cl:1][c:2]1[n:3][c:4]2[c:8]([cH:9][cH:10]1)[N:7]([C:20]([NH2:21])=[O:24])[C:6](=[O:11])[CH:5]2[C:12]([c:13]1[cH:14][cH:15][cH:16][s:17]1)=[O:18]. Reactants: BrBr (Bromine), C1(=CC=CC=C1)P(C1=CC=CC=C1)C1=CC=CC=C1 (triphenylphosphine), C(#N)C1=NC=CC(=C1)CO (2-cyano-4-(hydroxymethyl)-pyridine). The solvent is C(Cl)Cl (CH2Cl2), C(Cl)Cl (CH2Cl2). Run at time 30 minute. The product is C(#N)C1=NC=CC(=C1)CBr (2-Cyano4-(bromomethyl)pyridine). The yield is 90.5%. Reaction SMILES: [Br:1]Br.C1(P(C2C=CC=CC=2)C2C=CC=CC=2)C=CC=CC=1.[C:22]([C:24]1[CH:29]=[C:28]([CH2:30]O)[CH:27]=[CH:26][N:25]=1)#[N:23]>C(Cl)Cl>[C:22]([C:24]1[CH:29]=[C:28]([CH2:30][Br:1])[CH:27]=[CH:26][N:25]=1)#[N:23]. Reported procedure: Bromine (6.88 g, 43.1 mmol) is added dropwise to a solution of triphenylphosphine (11.3 g, 43.1 mmol) in 280 mL of CH2Cl2 at 0° C. The mixture is tirred for 30 minutes at 0° C. At this time, 2-cyano-4-(hydroxymethyl)-pyridine (4.82 g, 35.9 mmol) is added and the resulting mixture is stirred for 2 hours at room temperature. The reaction mixture is diluted with CH2Cl2 and washed with water (2x) and saturated NaCl solution. The organic layer is dried with MgSO4, filtered and concentrated. The crude... The reactants are CC1=CC=C(C=C1)C=1C(=CC=CC1)C(=O)NC1=CC=C(C(=O)N(C2=C(C=CC=C2)C=O)C)C=C1 (4-(4′-methylbiphenyl-2-carboxamido)-N-methyl-N-(2-formylphenyl)benzamide), CN (methylamine), [BH4-].[Na+] (Sodium borohydride). Solvent: C(Cl)(Cl)Cl (chloroform), CO (methanol). Run at time 8 hour. Product: CC1=CC=C(C=C1)C=1C(=CC=CC1)C(=O)NC1=CC=C(C(=O)N(C2=C(C=CC=C2)CNC)C)C=C1 (4-(4′-methylbiphenyl-2-carboxamido)-N-methyl-N-(2-methylaminomethylphenyl)benzamide). RXN SMILES: [CH3:1][C:2]1[CH:7]=[CH:6][C:5]([C:8]2[C:9]([C:14]([NH:16][C:17]3[CH:34]=[CH:33][C:20]([C:21]([N:23]([CH3:32])[C:24]4[CH:29]=[CH:28][CH:27]=[CH:26][C:25]=4[CH:30]=O)=[O:22])=[CH:19][CH:18]=3)=[O:15])=[CH:10][CH:11]=[CH:12][CH:13]=2)=[CH:4][CH:3]=1.[CH3:35][NH2:36].[BH4-].[Na+]>CO.C(Cl)(Cl)Cl>[CH3:1][C:2]1[CH:3]=[CH:4][C:5]([C:8]2[C:9]([C:14]([NH:16][C:17]3[CH:34]=[CH:33][C:20]([C:21]([N:23]([CH3:32])[C:24]4[CH:29]=[CH:28][CH:27]=[CH:26][C:25]=4[CH2:30][NH:36][CH3:35])=[O:22])=[CH:19][CH:18]=3)=[O:15])=[CH:10][CH:11]=[CH:12][CH:13]=2)=[CH:6][CH:7]=1 |f:2.3|. Reported procedure: A mixture of 4-(4′-methylbiphenyl-2-carboxamido)-N-methyl-N-(2-formylphenyl)benzamide (150 mg), methylamine (38% in methanol, 0.5 ml) and 3 Å molecular sieves (500 mg) in methanol (10 ml) was stirred at ambient temperature overnight. Sodium borohydride (39 mg) was added to the solution and the mixture was stirred at ambient temperature for 4 hours. The mixture was diluted with chloroform and the solution was washed with saturated aqueous sodium hydrogen carbonate and brine. The organic phase was... Reactants: [BH4-].[Na+] (NaBH4), ClC=1C(=NN(C1C)C1=C(C(=O)N2CC3=CC=CC=C3C[C@@H]2C(=O)OC)C=C(C=C1)C(NS(=O)(=O)C1=CC2=CC=CC=C2C=C1)=O)C(N(CCCC)CCCC)=O ((3R)-methyl 2-(2-(4-chloro-3-(dibutylcarbamoyl)-5-methyl-1H-pyrazol-1-yl)-5-(naphthalen-2-ylsulfonylcarbamoyl)benzoyl)-1,2,3,4-tetrahydroisoquinoline-3-carboxylate), ClC=1C(=NN(C1C)C1=C(C(=O)N2CC3=CC=CC=C3C[C@@H]2C(=O)OC)C=C(C=C1)C(NS(=O)(=O)C1=CC2=CC=CC=C2C=C1)=O)C(N(CCCC)CCCC)=O ((3R)-methyl 2-(2-(4-chloro-3-(dibutylcarbamoyl)-5-methyl-1H-pyrazol-1-yl)-5-(naphthalen-2-ylsulfonylcarbamoyl)benzoyl)-1,2,3,4-tetrahydroisoquinoline-3-carboxylate), [BH4-].[Na+] (NaBH4). Solvent: C1CCOC1 (THF), CO (MeOH). Conditions: time 1 hour. Yields the product C(CCC)N(C(=O)C1=NN(C(=C1Cl)C)C1=C(C=C(C=C1)C(NS(=O)(=O)C1=CC2=CC=CC=C2C=C1)=O)C(=O)N1CC2=CC=CC=C2C[C@@H]1CO)CCCC (N,N-Dibutyl-4-chloro-1-(2-((R)-3-(hydroxymethyl)-1,2,3,4-tetrahydroisoquinoline-2-carbonyl)-4-(naphthalen-2-ylsulfonylcarbamoyl)phenyl)-5-methyl-1H-pyrazole-3-carboxamide). Yield: 33.8%. As a reaction SMILES: [Cl:1][C:2]1[C:3]([C:46](=[O:56])[N:47]([CH2:52][CH2:53][CH2:54][CH3:55])[CH2:48][CH2:49][CH2:50][CH3:51])=[N:4][N:5]([C:8]2[CH:29]=[CH:28][C:27]([C:30](=[O:45])[NH:31][S:32]([C:35]3[CH:44]=[CH:43][C:42]4[C:37](=[CH:38][CH:39]=[CH:40][CH:41]=4)[CH:36]=3)(=[O:34])=[O:33])=[CH:26][C:9]=2[C:10]([N:12]2[C@@H:21]([C:22](OC)=[O:23])[CH2:20][C:19]3[C:14](=[CH:15][CH:16]=[CH:17][CH:18]=3)[CH2:13]2)=[O:11])[C:6]=1[CH3:7].[BH4-].[Na+]>C1COCC1.CO>[CH2:52]([N:47]([CH2:48][CH2:49][CH2:50][CH3:51])[C:46]([C:3]1[C:2]([Cl:1])=[C:6]([CH3:7])[N:5]([C:8]2[CH:29]=[CH:28][C:27]([C:30](=[O:45])[NH:31][S:32]([C:35]3[CH:44]=[CH:43][C:42]4[C:37](=[CH:38][CH:39]=[CH:40][CH:41]=4)[CH:36]=3)(=[O:34])=[O:33])=[CH:26][C:9]=2[C:10]([N:12]2[C@@H:21]([CH2:22][OH:23])[CH2:20][C:19]3[C:14](=[CH:15][CH:16]=[CH:17][CH:18]=3)[CH2:13]2)=[O:11])[N:4]=1)=[O:56])[CH2:53][CH2:54][CH3:55] |f:1.2|. Procedure: To a solution of (3R)-methyl 2-(2-(4-chloro-3-(dibutylcarbamoyl)-5-methyl-1H-pyrazol-1-yl)-5-(naphthalen-2-ylsulfonylcarbamoyl)benzoyl)-1,2,3,4-tetrahydroisoquinoline-3-carboxylate (Intermediate 85, 40 mg, 0.050 mmol) in THF (835 μL) and MeOH (170 μL) was added NaBH4 (4 mg, 0.10 mmol). The resulting reaction mixture was stirred at room temperature for 1 h. Additional NaBH4 (20 mg, 0.50 mmol) was added and stirring was continued at room temperature for 30 min. The reaction mixture was then quench... The reactants are COC(=O)C1=NC=C(C=C1Cl)COC1=CC=CC=C1 (3-chloro-5-phenoxymethyl-pyridine-2-carboxylic acid methyl ester), C(C=C)[Sn](CCCC)(CCCC)CCCC (allyltri-n-butyltin), C(C=C)[Sn](CCCC)(CCCC)CCCC (allyltri-n-butyltin). The reagents and catalysts are [Pd].C1(=CC=CC=C1)P(C1=CC=CC=C1)C1=CC=CC=C1.C1(=CC=CC=C1)P(C1=CC=CC=C1)C1=CC=CC=C1.C1(=CC=CC=C1)P(C1=CC=CC=C1)C1=CC=CC=C1.C1(=CC=CC=C1)P(C1=CC=CC=C1)C1=CC=CC=C1 (Tetrakis (triphenylphosphine) palladium (0)), [Pd].C1(=CC=CC=C1)P(C1=CC=CC=C1)C1=CC=CC=C1.C1(=CC=CC=C1)P(C1=CC=CC=C1)C1=CC=CC=C1.C1(=CC=CC=C1)P(C1=CC=CC=C1)C1=CC=CC=C1.C1(=CC=CC=C1)P(C1=CC=CC=C1)C1=CC=CC=C1 (tetrakis (triphenylphosphine) palladium (0)). The solvent is CCOC(=O)C (EtOAc), C1(=CC=CC=C1)C (toluene). Reaction conditions: temperature 125 celsius, time 20 hour. The product is COC(=O)C1=NC=C(C=C1CC=C)COC1=CC=CC=C1 (3-allyl-5-phenoxymethyl-pyridine-2-carboxylic acid methyl ester). The yield is 83.4%. Reaction SMILES: [CH3:1][O:2][C:3]([C:5]1[C:10](Cl)=[CH:9][C:8]([CH2:12][O:13][C:14]2[CH:19]=[CH:18][CH:17]=[CH:16][CH:15]=2)=[CH:7][N:6]=1)=[O:4].[CH2:20]([Sn](CCCC)(CCCC)CCCC)[CH:21]=[CH2:22]>C1(C)C=CC=CC=1.CCOC(C)=O.[Pd].C1(P(C2C=CC=CC=2)C2C=CC=CC=2)C=CC=CC=1.C1(P(C2C=CC=CC=2)C2C=CC=CC=2)C=CC=CC=1.C1(P(C2C=CC=CC=2)C2C=CC=CC=2)C=CC=CC=1.C1(P(C2C=CC=CC=2)C2C=CC=CC=2)C=CC=CC=1>[CH3:1][O:2][C:3]([C:5]1[C:10]([CH2:22][CH:21]=[CH2:20])=[CH:9][C:8]([CH2:12][O:13][C:14]2[CH:19]=[CH:18][CH:17]=[CH:16][CH:15]=2)=[CH:7][N:6]=1)=[O:4] |f:4.5.6.7.8|. Procedure details: Tetrakis (triphenylphosphine) palladium (0) (54 mg, 0.046 mmol) was added to a stirred solution of 3-chloro-5-phenoxymethyl-pyridine-2-carboxylic acid methyl ester (130 mg, 0.47 mmol) and allyltri-n-butyltin (0.25 mL, 0.79 mmol) in degassed toluene (1.5 mL) under nitrogen. The mixture was stirred at 125° C. for 20 h. Then further tetrakis (triphenylphosphine) palladium (0) (54 mg, 0.046 mmol) and allyltri-n-butyltin (0.25 mL, 0.79 mmol) were added and the mixture was stirred at 125° C. for 16 h....